Dataset: the Open Reaction Database (ORD), a public repository of structured organic reaction records. Task: describe an organic reaction: reactants, conditions, products, and yield Starting materials: BrC1=CC=C(C=C1)C1(CC1)C#N (1-(4-bromophenyl)cyclopropanecarbonitrile), FC(C1=NNC=C1)(F)F (3-(trifluoromethyl)-1H-pyrazole), C1(=CC=CC=C1)C (toluene), CN(C=O)C (N,N-dimethylformamide), CN[C@@H]1[C@H](CCCC1)NC ((1S,2S)—N,N′-dimethylcyclohexane-1,2-diamine), C([O-])([O-])=O.[K+].[K+] (potassium carbonate). Reagents/catalysts: [Cu]I (copper(I) iodide). Solvent: CCOC(=O)C (EtOAc). Yields the product FC(C1=NN(C=C1)C1=CC=C(C=C1)C1(CC1)C#N)(F)F (1-{4-[3-(trifluoromethyl)-1H-pyrazol-1-yl]phenyl}cyclopropanecarbonitrile). RXN SMILES: Br[C:2]1[CH:7]=[CH:6][C:5]([C:8]2([C:11]#[N:12])[CH2:10][CH2:9]2)=[CH:4][CH:3]=1.[F:13][C:14]([F:21])([F:20])[C:15]1[CH:19]=[CH:18][NH:17][N:16]=1.C1(C)C=CC=CC=1.CN(C)C=O.CN[C@H]1CCCC[C@@H]1NC.C(=O)([O-])[O-].[K+].[K+]>CCOC(C)=O.[Cu]I>[F:13][C:14]([F:21])([F:20])[C:15]1[CH:19]=[CH:18][N:17]([C:2]2[CH:7]=[CH:6][C:5]([C:8]3([C:11]#[N:12])[CH2:10][CH2:9]3)=[CH:4][CH:3]=2)[N:16]=1 |f:5.6.7|. Procedure details: To a solution of 1-(4-bromophenyl)cyclopropanecarbonitrile (600 mg, 0.003 mol), 3-(trifluoromethyl)-1H-pyrazole (441 mg, 0.00324 mol) in toluene (2 mL, 0.02 mol) and N,N-dimethylformamide (3 mL, 0.04 mol) were added (1S,2S)—N,N′-dimethylcyclohexane-1,2-diamine (77 mg, 0.00054 mol), copper(I) iodide (51 mg, 0.00027 mol), and potassium carbonate (784 mg, 0.00567 mol). The mixture was microwave irradiated at 200° C. for 60 minutes and then filtered. The filtrate was diluted with methanol, and the p... The reactants are O=C(O)CCC(=O)c1ccc(Br)c([N+](=O)[O-])c1, Br, CCO. Product: Nc1cc(C(=O)CCC(=O)O)ccc1Br. Reaction SMILES: [Br:1][c:2]1[c:3]([N+:15]([O-:16])=[O:17])[cH:4][c:5]([C:6](=[O:7])[CH2:8][CH2:9][C:10](=[O:11])[OH:12])[cH:13][cH:14]1.[BrH:18].[CH3:19][CH2:20][OH:21]>>[Br:1][c:2]1[c:3]([NH2:15])[cH:4][c:5]([C:6](=[O:7])[CH2:8][CH2:9][C:10](=[O:11])[OH:12])[cH:13][cH:14]1.